This data is from the Open Reaction Database (ORD), a public repository of structured organic reaction records. The task is: describe an organic reaction: reactants, conditions, products, and yield Conditions: time 24 hour. As a reaction SMILES: [C:1]([N:4]1[C:13]2[C:8](=[CH:9][C:10]([C:14]3[CH:23]=[CH:22][C:17]([C:18]([O:20]C)=[O:19])=[CH:16][CH:15]=3)=[CH:11][CH:12]=2)[C@H:7]([NH:24][C:25]2[CH:30]=[CH:29][C:28]([C:31]#[N:32])=[CH:27][N:26]=2)[CH2:6][C@@H:5]1[CH3:33])(=[O:3])[CH3:2].[OH-].[Na+].C(O)(=O)C>CO>[C:1]([N:4]1[C:13]2[C:8](=[CH:9][C:10]([C:14]3[CH:15]=[CH:16][C:17]([C:18]([OH:20])=[O:19])=[CH:22][CH:23]=3)=[CH:11][CH:12]=2)[C@H:7]([NH:24][C:25]2[CH:30]=[CH:29][C:28]([C:31]#[N:32])=[CH:27][N:26]=2)[CH2:6][C@@H:5]1[CH3:33])(=[O:3])[CH3:2] |f:1.2|. Run in CO (methanol). Product: C(C)(=O)N1[C@H](C[C@H](C2=CC(=CC=C12)C1=CC=C(C(=O)O)C=C1)NC1=NC=C(C=C1)C#N)C (4-((2S,4R)-1-acetyl-4-((5-cyanopyridin-2-yl)amino)-2-methyl-1,2,3,4-tetrahydroquinolin-6-yl)benzoic acid). The yield is 85.0%. Reactants: C(C)(=O)N1[C@H](C[C@H](C2=CC(=CC=C12)C1=CC=C(C(=O)OC)C=C1)NC1=NC=C(C=C1)C#N)C (methyl 4-((2S,4R)-1-acetyl-4-((5-cyanopyridin-2-yl)amino)-2-methyl-1,2,3,4-tetrahydroquinolin-6-yl)benzoate), C(C)(=O)O (acetic acid), Intermediate 3, [OH-].[Na+] (sodium hydroxide). Procedure details: A solution of methyl 4-((2S,4R)-1-acetyl-4-((5-cyanopyridin-2-yl)amino)-2-methyl-1,2,3,4-tetrahydroquinolin-6-yl)benzoate (for a preparation see Intermediate 3) (1.0 g, 2.270 mmol) in methanol (15 mL) at room temperature was treated with aqueous sodium hydroxide solution (2N, 2.27 mL, 4.54 mmol) and the resulting mixture was stirred at this temperature for 24 h. The bulk of MeOH was evaporated in vacuo and the aqueous residue was treated with acetic acid (0.39 mL, 6.81 mmol) giving precipitate w... Solvent: [OH-].[Na+] (sodium hydroxide), CO (methanol). Yields the product CN(C)CCOC1=CC=CC=2N=C3C=C4C(=CC3=C(C12)C(=O)O)C=CC=C4 (2-(N,N-dimethylamino)ethoxy-benz[b]acridine-12-carboxylic acid). Isolated yield 31.9%. Starting materials: CN(C)CCOC1=CC=CC=2N=C3C=C4C(=CC3=C(C12)C(=O)OCCN(C)C)C=CC=C4 (N,N-dimethylaminoethyl 2-(N,N-dimethylamino)ethoxy-benz[b]acridine-12-carboxylate). Reported procedure: A solution of N,N-dimethylaminoethyl 2-(N,N-dimethylamino)ethoxy-benz[b]acridine-12-carboxylate (86 mg, 0.20 mmol ) in 4N sodium hydroxide (7.3 ml) and methanol (22 ml) was stirred at 65° C. for 1 hour and at 35° C. for 15 hours. The reaction mixture was evaporated under reduced pressure to dryness. The residue was washed with water (5 ml) and air-dried, yielding 2-(N,N-dimethylamino)ethoxy-benz[b]acridine-12-carboxylic acid (23 mg, 32%). Rf 0.3 (silica gel, chloroform/methanol/water 65:25:4). M... RXN SMILES: [CH3:1][N:2]([CH2:4][CH2:5][O:6][C:7]1[C:20]2[C:19]([C:21]([O:23]CCN(C)C)=[O:22])=[C:18]3[C:13]([CH:14]=[C:15]4[CH:32]=[CH:31][CH:30]=[CH:29][C:16]4=[CH:17]3)=[N:12][C:11]=2[CH:10]=[CH:9][CH:8]=1)[CH3:3]>[OH-].[Na+].CO>[CH3:3][N:2]([CH2:4][CH2:5][O:6][C:7]1[C:20]2[C:19]([C:21]([OH:23])=[O:22])=[C:18]3[C:13]([CH:14]=[C:15]4[CH:32]=[CH:31][CH:30]=[CH:29][C:16]4=[CH:17]3)=[N:12][C:11]=2[CH:10]=[CH:9][CH:8]=1)[CH3:1] |f:1.2|. The reactants are ClC1=CC=C(C(=O)C2=C(C(=C(N2C)CC(=O)O)C(=O)O)OC)C=C1 (5-(p-chlorobenzoyl)-3-hydroxycarbonyl-4-methoxy-1-methylpyrrole-2-acetic acid), di(t-butyl) ester, FC(C(=O)O)(F)F (trifluoroacetic acid). RXN SMILES: [Cl:1][C:2]1[CH:24]=[CH:23][C:5]([C:6]([C:8]2[N:12]([CH3:13])[C:11]([CH2:14][C:15]([OH:17])=[O:16])=[C:10](C(O)=O)[C:9]=2[O:21][CH3:22])=[O:7])=[CH:4][CH:3]=1.FC(F)(F)C(O)=O>>[Cl:1][C:2]1[CH:3]=[CH:4][C:5]([C:6]([C:8]2[N:12]([CH3:13])[C:11]([CH2:14][C:15]([OH:17])=[O:16])=[CH:10][C:9]=2[O:21][CH3:22])=[O:7])=[CH:23][CH:24]=1. Yields the product ClC1=CC=C(C(=O)C2=C(C=C(N2C)CC(=O)O)OC)C=C1 (5-(p-chlorobenzoyl)-4-methoxy-1-methylpyrrole-2-acetic acid). Procedure details: According to scheme (b), the precursor of formula IIb is decarboxylated under acidic, mild conditions. For example, 5-(p-chlorobenzoyl)-3-hydroxycarbonyl-4-methoxy-1-methylpyrrole-2-acetic acid or its corresponding di(t-butyl) ester is treated with refluxing trifluoroacetic acid to afford 5-(p-chlorobenzoyl)-4-methoxy-1-methylpyrrole-2-acetic acid. Other acids may also be used. For example, those listed below in Table III.